From a dataset of the Open Reaction Database (ORD), a public repository of structured organic reaction records. describe an organic reaction: reactants, conditions, products, and yield The reactants are C(C1=CC=CC=C1)OCCN1C2=C(C=CC(=C2C=2C(CCCC12)C(=O)O)OC)Cl (9-(2-Benzyloxy-ethyl)-8-chloro-5-methoxy-2,3,4,9,-tetrahydro-1H-carbazole-4-carboxylic acid), C(C(=O)Cl)(=O)Cl (oxalyl chloride). The reagents and catalysts are CN(C)C=O (DMF). Solvent: ClCCl (dichloromethane). Conditions: temperature 20 celsius, time 2 hour. Yields the product C(C1=CC=CC=C1)OCCN1C2=C(C=CC(=C2C=2C(CCCC12)C(=O)Cl)OC)Cl (9-(2-Benzyloxy-ethyl)-8-chloro-5-methoxy-2,3,4,9,-tetrahydro-1H-carbazole-4-carbonyl chloride). RXN SMILES: [CH2:1]([O:8][CH2:9][CH2:10][N:11]1[C:23]2[CH2:22][CH2:21][CH2:20][CH:19]([C:24](O)=[O:25])[C:18]=2[C:17]2[C:12]1=[C:13]([Cl:29])[CH:14]=[CH:15][C:16]=2[O:27][CH3:28])[C:2]1[CH:7]=[CH:6][CH:5]=[CH:4][CH:3]=1.C(Cl)(=O)C([Cl:33])=O>ClCCl.CN(C=O)C>[CH2:1]([O:8][CH2:9][CH2:10][N:11]1[C:23]2[CH2:22][CH2:21][CH2:20][CH:19]([C:24]([Cl:33])=[O:25])[C:18]=2[C:17]2[C:12]1=[C:13]([Cl:29])[CH:14]=[CH:15][C:16]=2[O:27][CH3:28])[C:2]1[CH:3]=[CH:4][CH:5]=[CH:6][CH:7]=1. Procedure: 9-(2-Benzyloxy-ethyl)-8-chloro-5-methoxy-2,3,4,9,-tetrahydro-1H-carbazole-4-carboxylic acid (7) (1.5 g, 3.7 mmol) was dissolved in dichloromethane (50 mL) and oxalyl chloride (700 mg, 5.5 mmol, 470 μL) and DMF (1 drop) were added and the reaction stirred at 20° C. for 2 h. There was a moderate evolution of gas for about 30 min as the reaction proceeded. The reaction was then concentrated in vacuo to give 9-(2-Benzyloxy-ethyl)-8-chloro-5-methoxy-2,3,4,9,-tetrahydro-1H-carbazole-4-carbonyl chlorid... Reactants: CCOC(=O)C1C(=O)CCN(C2CCCCC2)C1=O, C[N+](=O)[O-], O. Product: O=C1CCN(C2CCCCC2)C(=O)C1. Reaction SMILES: [CH2:1]([O:2][C:3](=[O:4])[CH:6]1[C:7](=[O:19])[N:8]([CH:13]2[CH2:14][CH2:15][CH2:16][CH2:17][CH2:18]2)[CH2:9][CH2:10][C:11]1=[O:12])[CH3:5].[N+:21]([CH3:22])([O-:23])=[O:24].[OH2:20]>>[CH2:6]1[C:7](=[O:19])[N:8]([CH:13]2[CH2:14][CH2:15][CH2:16][CH2:17][CH2:18]2)[CH2:9][CH2:10][C:11]1=[O:12]. Reactants: C(CO)Cl (ethylene chlorohydrin), OC1=CC=C(C(=O)O)C=C1 (4-hydroxybenzoic acid). The reagents and catalysts are [I-].[K+] (potassium iodide). Product: OCCOC1=CC=C(C(=O)O)C=C1 (4-(2-hydroxyethoxy)benzoic acid). Reaction SMILES: [CH2:1](Cl)[CH2:2][OH:3].[OH:5][C:6]1[CH:14]=[CH:13][C:9]([C:10]([OH:12])=[O:11])=[CH:8][CH:7]=1>[I-].[K+]>[OH:3][CH2:2][CH2:1][O:5][C:6]1[CH:14]=[CH:13][C:9]([C:10]([OH:12])=[O:11])=[CH:8][CH:7]=1 |f:2.3|. Reported procedure: That is, as the reaction formula described below, ethylene chlorohydrin and 4-hydroxybenzoic acid are refluxed under heating in an aqueous alkali solution using potassium iodide as a catalyst to obtain 4-(2-hydroxyethoxy)benzoic acid, the product is then reacted with vinyl (meth)acrylate in THF (tetrahydrofuran) having added thereto lipase PS and a small amount of p-methoxyphenol to form 4-(2-propenoyloxyethoxybenzoic acid) (meth)acrylate, and by esterifying the (meth)acrylate thus obtained in m... The product is Cl.CNC1CCC(CC1)OC1=NC=NC=2SC=3CC[C@@H](C3C12)C[C@H](CC)O ((2S)-1-[(3R)-12-[[4-(methylamino)cyclohexyl]oxy]-7-thia-9,11-diazatricyclo[6.4.0.0[2,6]]dodeca-1(8),2(6),9,11-tetraen-3-yl]butan-2-ol hydrochloride). Starting materials: O[C@H](C[C@@H]1C=2C=3C(=NC=NC3SC2CC1)OC1CCC(CC1)N(C(OC(C)(C)C)=O)C)CC (tert-butyl N-(4-[[(3R)-3-[(2S)-2-hydroxybutyl]-7-thia-9,11-diazatricyclo[6.4.0.0[2,6]]dodeca-1(8),2(6),9,11-tetraen-12-yl]oxy]cyclohexyl)-N-methylcarbamate), Cl (hydrochloric acid). Reported procedure: To a solution of tert-butyl N-(4-[[(3R)-3-[(2S)-2-hydroxybutyl]-7-thia-9,11-diazatricyclo[6.4.0.0[2,6]]dodeca-1(8),2(6),9,11-tetraen-12-yl]oxy]cyclohexyl)-N-methylcarbamate (110 mg, 0.23 mmol, 1.00 equiv) in dichloromethane (7 mL) was added hydrochloric acid (12 M, 0.5 mL) at 0° C. The resulting solution was stirred for 2 h at room temperature. The solvent was removed under reduced pressure to give (2S)-1-[(3R)-12-[[4-(methylamino)cyclohexyl]oxy]-7-thia-9,11-diazatricyclo[6.4.0.0[2,6]]dodeca-1(8... Run in ClCCl (dichloromethane). As a reaction SMILES: [OH:1][C@@H:2]([CH2:32][CH3:33])[CH2:3][C@H:4]1[CH2:15][CH2:14][C:13]2[S:12][C:11]3[N:10]=[CH:9][N:8]=[C:7]([O:16][CH:17]4[CH2:22][CH2:21][CH:20]([N:23](C)[C:24](=O)OC(C)(C)C)[CH2:19][CH2:18]4)[C:6]=3[C:5]1=2.[ClH:34]>ClCCl>[ClH:34].[CH3:24][NH:23][CH:20]1[CH2:21][CH2:22][CH:17]([O:16][C:7]2[C:6]3[C:5]4[C@@H:4]([CH2:3][C@@H:2]([OH:1])[CH2:32][CH3:33])[CH2:15][CH2:14][C:13]=4[S:12][C:11]=3[N:10]=[CH:9][N:8]=2)[CH2:18][CH2:19]1 |f:3.4|. Reaction conditions: time 2 hour. Reactants: CC1=C(NC2=CC=CC=C12)CCN (2-(3-methylindol-2-yl)ethylamine), C(=O)(N1C=NC=C1)N1C=NC=C1 (1,1'-carbonyldiimidazole). The solvent is O1CCCC1 (tetrahydrofuran). Reaction conditions: temperature 100 celsius, time 1 hour. Yields the product CC1=C2N(C3=CC=CC=C13)C(NCC2)=O (3,4-dihydro-5-methylpyrimido[1,6-a]indol-1(2H)-one). Isolated yield 40.5%. As a reaction SMILES: [CH3:1][C:2]1[C:10]2[C:5](=[CH:6][CH:7]=[CH:8][CH:9]=2)[NH:4][C:3]=1[CH2:11][CH2:12][NH2:13].[C:14](N1C=CN=C1)(N1C=CN=C1)=[O:15]>O1CCCC1>[CH3:1][C:2]1[C:10]2[C:5](=[CH:6][CH:7]=[CH:8][CH:9]=2)[N:4]2[C:14](=[O:15])[NH:13][CH2:12][CH2:11][C:3]=12. Procedure details: To a solution of 2-(3-methylindol-2-yl)ethylamine (1.74 g) in tetrahydrofuran (200 ml) at room temperature was added 1,1'-carbonyldiimidazole (1.6 g) in small portions. After one hour of stirring, the reaction mixture was evaporated in vacuo. The residue was dissolved in toluene and the solution was evaporated in vacuo. The oil obtained was heated at 100° C. for 40 minutes and then cooled. Purification of the residue with silica gel column chromatography (chloroform) gave 3,4-dihydro-5-methylpyr... The reactants are [H-].[Na+] (sodium hydride), BrCCCCCCCC (1-bromooctane), [H-].[Na+] (NaH), N1C(CCCCCCC1)=O (azacyclononan-2-one). The product is C(CCCCCCC)N1C(CCCCCCC1)=O (1-n-Octylazacyclononan-2-one). Isolated yield 69.7%. As a reaction SMILES: [H-].[Na+].[NH:3]1[CH2:11][CH2:10][CH2:9][CH2:8][CH2:7][CH2:6][CH2:5][C:4]1=[O:12].Br[CH2:14][CH2:15][CH2:16][CH2:17][CH2:18][CH2:19][CH2:20][CH3:21]>>[CH2:14]([N:3]1[CH2:11][CH2:10][CH2:9][CH2:8][CH2:7][CH2:6][CH2:5][C:4]1=[O:12])[CH2:15][CH2:16][CH2:17][CH2:18][CH2:19][CH2:20][CH3:21] |f:0.1|. Reported procedure: Following example 17, 4.2 g of 50% sodium hydride-mineral oil dispersion (2.1 g NaH, 0.0875 M), 10 g (0.0708 M) of azacyclononan-2-one and 15 g (0.0777 M) of 1-bromooctane gave 12.5 g (70%) of product; b.p. 150°-160°/0.5 mm. The reactants are C(=S)=S (carbon disulfide), FC(C=1C(=NC=CC1)NN)(F)F (3-trifluoromethyl-2-hydrazinopyridine). Solvent: N1=CC=CC=C1 (pyridine). Conditions: time 15 minute. Yields the product SC1=NN=C2N1C=CC=C2C(F)(F)F (3-mercapto-8-trifluoromethyl-1,2,4-triazolo(4,3-a)pyridine). RXN SMILES: [C:1](=[S:3])=S.[F:4][C:5]([F:15])([F:14])[C:6]1[C:7]([NH:12][NH2:13])=[N:8][CH:9]=[CH:10][CH:11]=1>N1C=CC=CC=1>[SH:3][C:1]1[N:8]2[CH:9]=[CH:10][CH:11]=[C:6]([C:5]([F:15])([F:14])[F:4])[C:7]2=[N:12][N:13]=1. Procedure details: 16 ml of carbon disulfide are added dropwise at room temperature, with stirring, to a suspension of 40 g of 3-trifluoromethyl-2-hydrazinopyridine, prepared in Example 12, in 75 ml of pyridine. When the additioon is complete, stirring is continued for 15 minutes at room temperature and the reaction mixture is then heated under reflux for 5 hours. After cooling, the medium is concentrated in vacuo and water is then added. The solid residue obtained is filtered off, washed with water and dried to g...